From a dataset of the Open Reaction Database (ORD), a public repository of structured organic reaction records. describe an organic reaction: reactants, conditions, products, and yield Starting materials: O=C(CC(=O)OCC)C (ethyl 3-oxo-butyrate), [Na] (sodium), C(C)O (ethanol), O (water), BrCC1CC1 ((bromomethyl)-cyclopropan). Yields the product C(C)(=O)C1C(C1)C(C(=O)OCC)C (ethyl 2-acetyl-cyclopropylpropionate). Reaction SMILES: O=[C:2]([CH3:9])[CH2:3][C:4]([O:6][CH2:7][CH3:8])=[O:5].[Na].Br[CH2:12][CH:13]1C[CH2:14]1.[OH2:16].[CH2:17](O)C>>[C:13]([CH:14]1[CH2:9][CH:2]1[CH:3]([CH3:17])[C:4]([O:6][CH2:7][CH3:8])=[O:5])(=[O:16])[CH3:12] |^1:9|. Procedure: 36.2 g of ethyl 3-oxo-butyrate are added dropwise with stirring at room temperature to a solution of 7 g of sodium in 160 ml of ethanol. Thereafter, 45.1 g of (bromomethyl)-cyclopropan are added and the mixture is heated under reflux for two hours. The reaction mixture is allowed to cool down to room temperature, then it is poured on 500 ml of water and extracted three times with diethylether. After drying on anhydrous sodium sulfate the solvent is evaporated and the residue is distilled. 38.9 g... Starting materials: CC1=CC=CC=2C(C3=C(CCC21)C=CC=C3)=CCCN(C)C (1-methyl-10,11-dihydro-5-(3-dimethylaminopropylidene)-5H-dibenzo[a,d]cycloheptene), CC(=O)OCC1=C2C=CC=CC2=C(C3=CC=CC=C31)COC(=O)C (acetic). Product: CC1=CC=CC=2C(C3=C(CCC21)C=CC=C3)CCCN(C)C (1-methyl-10,11-dihydro-5-(3-dimethylaminopropyl)-5H-dibenzo[a,d]cycloheptene). Reagents/catalysts: [Pt]=O (platinum oxide). Procedure details: 39.5 g. of 1-methyl-10,11-dihydro-5-(3-dimethylaminopropylidene)-5H-dibenzo[a,d]cycloheptene are dissolved in 400 ml. of glacial acetic and hydrogenated at room temperature and under normal pressure in the presence of 3 g. of platinum oxide. When the uptake of hydrogen ceases, the catalyst is removed by filtration. The filtrate is evaporated, and the residue distilled whereby 1-methyl-10,11-dihydro-5-(3-dimethylaminopropyl)-5H-dibenzo[a,d]cycloheptene goes over at 140° C. under 0.01 mmHg. The co... As a reaction SMILES: [CH3:1][C:2]1[C:12]2[CH2:11][CH2:10][C:9]3[CH:13]=[CH:14][CH:15]=[CH:16][C:8]=3[C:7](=[CH:17][CH2:18][CH2:19][N:20]([CH3:22])[CH3:21])[C:6]=2[CH:5]=[CH:4][CH:3]=1.CC(OCC1C2C(=CC=CC=2)C(COC(C)=O)=C2C=1C=CC=C2)=O>[Pt]=O>[CH3:1][C:2]1[C:12]2[CH2:11][CH2:10][C:9]3[CH:13]=[CH:14][CH:15]=[CH:16][C:8]=3[CH:7]([CH2:17][CH2:18][CH2:19][N:20]([CH3:22])[CH3:21])[C:6]=2[CH:5]=[CH:4][CH:3]=1. Reactants: C(#N)C1CCN(CC1)C(=O)[C@@H](C(C)(C)C)NC(=O)C1=CN(C2=NC=C(N=C21)Br)COCC[Si](C)(C)C (2-bromo-5-(2-trimethylsilanyl-ethoxymethyl)-5H-pyrrolo[2,3-b]pyrazine-7-carboxylic acid [(R)-1-(4-cyano-piperidine-1-carbonyl)-2,2-dimethyl-propyl]-amide), C(C)(C)(C)C1=CC(=NC=C1)[Sn](CCCC)(CCCC)CCCC (4-tert-butyl-2-(tributylstannyl)pyridine), C(#N)C1CCN(CC1)C([C@@H](C1CC1)NC(=O)C1=CN(C2=NC=C(N=C21)Br)COCC[Si](C)(C)C)=O (2-bromo-5-(2-trimethylsilanyl-ethoxymethyl)-5H-pyrrolo[2,3-b]pyrazine-7-carboxylic acid [(R)-2-(4-cyano-piperidin-1-yl)-1-cyclopropyl-2-oxo-ethyl]-amide), C(CCC)[Sn](C1=NC=CC(=C1)C(F)(F)F)(CCCC)CCCC (2-tributylstannanyl-4-trifluoromethyl-pyridine). The product is C(#N)C1CCN(CC1)C(=O)[C@@H](C(C)(C)C)NC(=O)C1=CNC2=NC=C(N=C21)C2=NC=CC(=C2)C(F)(F)F (2-(4-Trifluoromethyl-pyridin-2-yl)-5H-pyrrolo[2,3-b]pyrazine-7-carboxylic acid [(R)-1-(4-cyano-piperidine-1-carbonyl)-2,2-dimethyl-propyl]-amide). As a reaction SMILES: [C:1]([CH:3]1[CH2:8][CH2:7][N:6]([C:9]([C@H:11]([NH:16][C:17]([C:19]2[C:27]3[C:22](=[N:23][CH:24]=[C:25](Br)[N:26]=3)[N:21](COCC[Si](C)(C)C)[CH:20]=2)=[O:18])[C:12]([CH3:15])([CH3:14])[CH3:13])=[O:10])[CH2:5][CH2:4]1)#[N:2].C(C1CCN(C(=O)[C@H](NC(C2C3C(=NC=C(Br)N=3)N(COCC[Si](C)(C)C)C=2)=O)C2CC2)CC1)#N.C([Sn](CCCC)(CCCC)[C:77]1[CH:82]=[C:81]([C:83]([F:86])([F:85])[F:84])[CH:80]=[CH:79][N:78]=1)CCC.C(C1C=CN=C([Sn](CCCC)(CCCC)CCCC)C=1)(C)(C)C>>[C:1]([CH:3]1[CH2:8][CH2:7][N:6]([C:9]([C@H:11]([NH:16][C:17]([C:19]2[C:27]3[C:22](=[N:23][CH:24]=[C:25]([C:77]4[CH:82]=[C:81]([C:83]([F:86])([F:85])[F:84])[CH:80]=[CH:79][N:78]=4)[N:26]=3)[NH:21][CH:20]=2)=[O:18])[C:12]([CH3:15])([CH3:14])[CH3:13])=[O:10])[CH2:5][CH2:4]1)#[N:2]. Reported procedure: Prepared according to the procedure outlined in Example 111, steps 4-5 substituting 2-bromo-5-(2-trimethylsilanyl-ethoxymethyl)-5H-pyrrolo[2,3-b]pyrazine-7-carboxylic acid [(R)-1-(4-cyano-piperidine-1-carbonyl)-2,2-dimethyl-propyl]-amide for 2-bromo-5-(2-trimethylsilanyl-ethoxymethyl)-5H-pyrrolo[2,3-b]pyrazine-7-carboxylic acid [(R)-2-(4-cyano-piperidin-1-yl)-1-cyclopropyl-2-oxo-ethyl]-amide and 2-tributylstannanyl-4-trifluoromethyl-pyridine for 4-tert-butyl-2-(tributylstannyl)pyridine. MS: (M+H... Reactants: COC1=CC2=C(CC(N(CC2)CCCN(C2CC3=CC(=C(C=C3CC2)OC)OC)CC2=CC=CC=C2)=O)C=C1OC (1-[7,8-dimethoxy-1,3,4,5-tetrahydro-2H-3-benzazepin-2-on-3-yl]-3-[N-benzyl-N-(6,7-dimethoxy-1,2,3,4-tetrahydronaphth-2-yl)-amino]-propane). The reagents and catalysts are [Pd] (palladium/charcoal). The solvent is C(C)(=O)O (acetic acid). The product is COC1=CC2=C(CC(N(CC2)CCCNC2CC3=CC(=C(C=C3CC2)OC)OC)=O)C=C1OC (1-[7,8-Dimethoxy-1,3,4,5-tetrahydro-2H-3-benzazepin-2-on-3-yl]-3-[N-(6,7-dimethoxy-1,2,3,4-tetrahydronaphth-2-yl)-amino]-propane). Reaction SMILES: [CH3:1][O:2][C:3]1[C:39]([O:40][CH3:41])=[CH:38][C:6]2[CH2:7][C:8](=[O:37])[N:9]([CH2:12][CH2:13][CH2:14][N:15](CC3C=CC=CC=3)[CH:16]3[CH2:25][CH2:24][C:23]4[C:18](=[CH:19][C:20]([O:28][CH3:29])=[C:21]([O:26][CH3:27])[CH:22]=4)[CH2:17]3)[CH2:10][CH2:11][C:5]=2[CH:4]=1>C(O)(=O)C.[Pd]>[CH3:1][O:2][C:3]1[C:39]([O:40][CH3:41])=[CH:38][C:6]2[CH2:7][C:8](=[O:37])[N:9]([CH2:12][CH2:13][CH2:14][NH:15][CH:16]3[CH2:25][CH2:24][C:23]4[C:18](=[CH:19][C:20]([O:28][CH3:29])=[C:21]([O:26][CH3:27])[CH:22]=4)[CH2:17]3)[CH2:10][CH2:11][C:5]=2[CH:4]=1. Procedure details: Here, 1-[7,8-dimethoxy-1,3,4,5-tetrahydro-2H-3-benzazepin-2-on-3-yl]-3-[N-benzyl-N-(6,7-dimethoxy-1,2,3,4-tetrahydronaphth-2-yl)-amino]-propane (0.78 g, 0.0014 mol) is hydrogenated in glacial acetic acid (20 ml) in the presence of 10% palladium/charcoal (0.1 g) for 3 hours at ambient temperature under pressure (5 bar). The catalyst is removed by suction filtering, the glacial acetic acid is distilled off in vacuo, the residue is taken up in methylene chloride/saturated potassium carbonate soluti... Starting materials: FC1=CC=C(C=C1)C1=CC=C(C=C1)C(CC(=O)NN)(C)O (3-(4'-fluoro-4-biphenylyl)-3-hydroxybutyric acid hydrazide). RXN SMILES: [F:1][C:2]1[CH:7]=[CH:6][C:5]([C:8]2[CH:13]=[CH:12][C:11]([C:14](O)([CH3:20])[CH2:15][C:16]([NH:18][NH2:19])=[O:17])=[CH:10][CH:9]=2)=[CH:4][CH:3]=1>CN(C=O)C>[F:1][C:2]1[CH:7]=[CH:6][C:5]([C:8]2[CH:13]=[CH:12][C:11]([C:14]3([CH3:20])[CH2:15][C:16](=[O:17])[NH:18][NH:19]3)=[CH:10][CH:9]=2)=[CH:4][CH:3]=1. Procedure details: 28.8 g of 3-(4'-fluoro-4-biphenylyl)-3-hydroxybutyric acid hydrazide [obtainable by Friedel-Crafts acetylation of 4-fluorobiphenyl to give 4-p-fluorophenylacetophenone, reaction with bromoacetic acid ethyl ester/zinc to give 3-(4'-fluoro-4-biphenylyl)-3-hydroxybutyric acid ethyl ester and reaction with hydrazine hydrate in ethanol] in 200 ml of DMF is heated and worked up in the customary manner to give 3-(4'-fluoro-4-biphenylyl)-3-methyl-pyrazolidin-5-one, m.p. 194°-196°. Product: FC1=CC=C(C=C1)C1=CC=C(C=C1)C1(NNC(C1)=O)C (3-(4'-fluoro-4-biphenylyl)-3-methyl-pyrazolidin-5-one). Run in CN(C)C=O (DMF).